This data is from the Open Reaction Database (ORD), a public repository of structured organic reaction records. The task is: describe an organic reaction: reactants, conditions, products, and yield Reactants: COC(=O)CBr, O=C([O-])[O-], CC(C)=O, COc1nc2cc(Cl)c(C)c(NS(C)(=O)=O)c2nc1OC, [K+], [K+]. Yields the product COC(=O)CN(c1c(C)c(Cl)cc2nc(OC)c(OC)nc12)S(C)(=O)=O. RXN SMILES: [Br:28][CH2:29][C:30](=[O:31])[O:32][CH3:33].[C:22](=[O:23])([O-:24])[O-:25].[CH3:34][C:35](=[O:36])[CH3:37].[Cl:1][c:2]1[c:3]([CH3:21])[c:4]([NH:16][S:17](=[O:18])(=[O:19])[CH3:20])[c:5]2[n:6][c:7]([O:14][CH3:15])[c:8]([O:12][CH3:13])[n:9][c:10]2[cH:11]1.[K+:26].[K+:27]>>[Cl:1][c:2]1[c:3]([CH3:21])[c:4]([N:16]([S:17](=[O:18])(=[O:19])[CH3:20])[CH2:29][C:30](=[O:31])[O:32][CH3:33])[c:5]2[n:6][c:7]([O:14][CH3:15])[c:8]([O:12][CH3:13])[n:9][c:10]2[cH:11]1. The reactants are C(=O)(C(F)(F)F)O (TFA), C(C)(C)(C)OC(=O)N1CCN(CC1)C1CN(CCC1)CC1=CC=CC=C1 (4-(1-benzylpiperidin-3-yl)piperazine-1-carboxylic acid tert-butyl ester). Solvent: C(Cl)Cl (DCM), C(Cl)Cl (DCM). Conditions: time 5 hour. Yields the product C(C1=CC=CC=C1)N1CC(CCC1)N1CCNCC1 (1-(1-benzylpiperidin-3-yl)piperazine). The yield is 95.2%. As a reaction SMILES: C(O)(C(F)(F)F)=O.C(OC([N:15]1[CH2:20][CH2:19][N:18]([CH:21]2[CH2:26][CH2:25][CH2:24][N:23]([CH2:27][C:28]3[CH:33]=[CH:32][CH:31]=[CH:30][CH:29]=3)[CH2:22]2)[CH2:17][CH2:16]1)=O)(C)(C)C>C(Cl)Cl>[CH2:27]([N:23]1[CH2:24][CH2:25][CH2:26][CH:21]([N:18]2[CH2:19][CH2:20][NH:15][CH2:16][CH2:17]2)[CH2:22]1)[C:28]1[CH:29]=[CH:30][CH:31]=[CH:32][CH:33]=1. Procedure: 30 g of TFA are added to a solution of 9.2 g of the compound obtained in step 4.1, in 85 ml of DCM. The medium is stirred at AT for 5 h, and then concentrated. The crude obtained is taken up in DCM and then washed 4 times with a 2M sodium hydroxide solution. The organic phase is washed with a saturated NaCl solution. After drying over MgSO4, the organic phase is concentrated, to give 6.32 g of the expected product. The reactants are COc1ccc(CSC2CC(C(=O)NNCC(C)C)N(S(=O)(=O)c3ccc4ccccc4c3)C2)cc1, CC[SiH](CC)CC, O=C(O)C(F)(F)F. Product: CC(C)CNNC(=O)C1CC(S)CN1S(=O)(=O)c1ccc2ccccc2c1. As a reaction SMILES: [CH2:1]([CH:2]([CH3:3])[CH3:4])[NH:5][NH:6][C:7](=[O:8])[CH:9]1[N:10]([S:24](=[O:25])(=[O:26])[c:27]2[cH:28][c:29]3[cH:30][cH:31][cH:32][cH:33][c:34]3[cH:35][cH:36]2)[CH2:11][CH:12]([S:14][CH2:15][c:16]2[cH:17][cH:18][c:19]([O:20][CH3:21])[cH:22][cH:23]2)[CH2:13]1.[CH2:37]([SiH:38]([CH2:39][CH3:40])[CH2:41][CH3:42])[CH3:43].[F:44][C:45]([F:46])([F:47])[C:48]([OH:49])=[O:50]>>[CH2:1]([CH:2]([CH3:3])[CH3:4])[NH:5][NH:6][C:7](=[O:8])[CH:9]1[N:10]([S:24](=[O:25])(=[O:26])[c:27]2[cH:28][c:29]3[cH:30][cH:31][cH:32][cH:33][c:34]3[cH:35][cH:36]2)[CH2:11][CH:12]([SH:14])[CH2:13]1. Starting materials: OCCCCNS(=O)(=O)C1=CC=C(C=C1)Br (4-bromophenyl-sulfonic acid-(4-hydroxybutyl)-amide), CSC1=CC=C(C=C1)B(O)O (4-methylthiophenyl boronic acid). The product is OCCCCNS(=O)(=O)C1=CC=C(C=C1)C1=CC=C(C=C1)SC (4′-Methylthiobiphenyl-4-sulfonic acid-(4-hydroxybutyl)-amide). As a reaction SMILES: [OH:1][CH2:2][CH2:3][CH2:4][CH2:5][NH:6][S:7]([C:10]1[CH:15]=[CH:14][C:13](Br)=[CH:12][CH:11]=1)(=[O:9])=[O:8].[CH3:17][S:18][C:19]1[CH:24]=[CH:23][C:22](B(O)O)=[CH:21][CH:20]=1>>[OH:1][CH2:2][CH2:3][CH2:4][CH2:5][NH:6][S:7]([C:10]1[CH:15]=[CH:14][C:13]([C:22]2[CH:23]=[CH:24][C:19]([S:18][CH3:17])=[CH:20][CH:21]=2)=[CH:12][CH:11]=1)(=[O:9])=[O:8]. Procedure: Using a method analogous to that described in Example 40, 4-bromophenyl-sulfonic acid-(4-hydroxybutyl)-amide and 4-methylthiophenyl boronic acid were reacted to give the title compound as a white solid. δC (DMSO, 62.9 MHz): 14.5, 25.9, 29.6, 42.6, 60.2, 125.9 126.2, 127.1, 127.3, 127.5, 134.8, 139.1 and 143.1. Reactants: CC=1NC(=C(C(C1C(=O)OCC)C1=C(C=CC=C1)[N+](=O)[O-])C(=O)OCC)C=NCCO (diethyl 2-methyl-4-(2-nitrophenyl)-6-(2-hydroxyethyl)iminomethyl-1,4-dihydropyridine-3,5-dicarboxylate), [BH4-].[Na+] (sodium borohydride), Cl (hydrochloric acid), resultant mixture. Run in C(C)O (ethanol). Reaction conditions: time 8 hour. The product is CC=1NC(=C(C(C1C(=O)OCC)C1=C(C=CC=C1)[N+](=O)[O-])C(=O)OCC)CNCCO (diethyl 2-methyl-4-(2-nitrophenyl)-6-(2-hydroxyethyl)aminomethyl-1,4-dihydropyridine-3,5-dicarboxylate). As a reaction SMILES: [CH3:1][C:2]1[NH:3][C:4]([CH:27]=[N:28][CH2:29][CH2:30][OH:31])=[C:5]([C:22]([O:24][CH2:25][CH3:26])=[O:23])[CH:6]([C:13]2[CH:18]=[CH:17][CH:16]=[CH:15][C:14]=2[N+:19]([O-:21])=[O:20])[C:7]=1[C:8]([O:10][CH2:11][CH3:12])=[O:9].[BH4-].[Na+].Cl>C(O)C>[CH3:1][C:2]1[NH:3][C:4]([CH2:27][NH:28][CH2:29][CH2:30][OH:31])=[C:5]([C:22]([O:24][CH2:25][CH3:26])=[O:23])[CH:6]([C:13]2[CH:18]=[CH:17][CH:16]=[CH:15][C:14]=2[N+:19]([O-:21])=[O:20])[C:7]=1[C:8]([O:10][CH2:11][CH3:12])=[O:9] |f:1.2|. Procedure: To a solution of diethyl 2-methyl-4-(2-nitrophenyl)-6-(2-hydroxyethyl)iminomethyl-1,4-dihydropyridine-3,5-dicarboxylate (1.2 g) in 95% ethanol (15 ml) was added sodium borohydride (115 mg) and stirred overnight at room temperature. The resultant mixture was weakly acidified with dilute hydrochloric acid and the ethanol was removed from the mixture. The residue was basified with an aqueous solution of sodium bicarbonate and then extracted with ethyl acetate. The extract was washed with water and ... Starting materials: C(O)CN (monoethanolamine), NCCCCNCCCN (spermidine), C(C=C)#N (acrylonitrile), 3,3'-substituted iminobis(propylamine), 1-(3-aminopropyl), primary amine, ketone, N-alkylated-3,3'-substituted iminobis(propylamine). The product is OCCN(CCCN)CCCN (3,3'-(2-hydroxyethylimino)bis(propylamine)). RXN SMILES: NC[CH2:3][CH2:4][CH2:5][NH:6][CH2:7][CH2:8][CH2:9][NH2:10].C(#[N:14])C=C.[CH2:15]([CH2:17]N)[OH:16]>>[OH:16][CH2:15][CH2:17][N:6]([CH2:5][CH2:4][CH2:3][NH2:14])[CH2:7][CH2:8][CH2:9][NH2:10]. Procedure details: As an alternative to obtaining a mixture of Schiff bases VI and VI(a) or VI(b), which upon reduction give a mixture of product I the reaction can be conducted stepwise. For example, 1,4-diaminobutane or 4-(2-aminoethyl)piperazine may be converted to a Schiff base with 1,5-di-(4-isopropyl)-phenyl)-3-pentanone, catalytically reduced, then the resulting amine selectively cyanoethylated with acrylonitrile, followed by catalytic hydrogenation to furnish 1-(3-amino-propyl)-4-[1,5-di-(4-isopropylphenyl...